From a dataset of the Open Reaction Database (ORD), a public repository of structured organic reaction records. describe an organic reaction: reactants, conditions, products, and yield Reactants: CCOC(=O)CC(=O)O, CC(C)CC(NC(=O)OCc1ccccc1)c1cc(C=O)on1, O, c1ccncc1. Yields the product CCOC(=O)C=Cc1cc(C(CC(C)C)NC(=O)OCc2ccccc2)no1. RXN SMILES: [C:30]([CH2:31][C:32]([OH:33])=[O:34])(=[O:35])[O:36][CH2:37][CH3:38].[CH2:1]([c:2]1[cH:3][cH:4][cH:5][cH:6][cH:7]1)[O:8][C:9]([NH:10][CH:11]([CH2:12][CH:13]([CH3:14])[CH3:15])[c:16]1[n:17][o:18][c:19]([CH:21]=[O:22])[cH:20]1)=[O:23].[OH2:39].[cH:24]1[cH:25][cH:26][n:27][cH:28][cH:29]1>>[CH2:1]([c:2]1[cH:3][cH:4][cH:5][cH:6][cH:7]1)[O:8][C:9]([NH:10][CH:11]([CH2:12][CH:13]([CH3:14])[CH3:15])[c:16]1[n:17][o:18][c:19]([CH:21]=[CH:31][C:30](=[O:35])[O:36][CH2:37][CH3:38])[cH:20]1)=[O:23]. Reaction conditions: time 10 minute. Procedure details: To a -30° C. solution of the methyl ester (60 g, 230 mmol) of Step 1 in 2.2 L of THF was added diisobutylaluminum hydride (570 mmol) over 1 hr. The reaction mixture was brought to -25° C. and allowed to proceed for another 10 min. The reaction was quenched with an aqueous solution of sodium potassium tartrate (1750 mL of 30% w/v) and extracted with EtOAc. The organic phase was dried over Na2SO4, and the solvent evaporated. The crude product was swished in CH2Cl2 (100 mL) to give 42 g (78%) of th... As a reaction SMILES: ClC1C=CC(CN2C3C(=CC([O:16][CH2:17][C:18]4[N:23]=[C:22]5[C:24]([Cl:28])=[C:25]([Cl:27])[S:26][C:21]5=[CH:20][CH:19]=4)=CC=3)C(CC(C)(C)C)=C2CC(C)(C)C(O)=O)=CC=1.[H-].C([Al+]CC(C)C)C(C)C>C1COCC1>[Cl:27][C:25]1[S:26][C:21]2[C:22](=[N:23][C:18]([CH2:17][OH:16])=[CH:19][CH:20]=2)[C:24]=1[Cl:28] |f:1.2|. The product is ClC1=C(C2=NC(=CC=C2S1)CO)Cl (2,3-Dichlorothieno[3,2-b]pyridine-5-methanol). Isolated yield 78.0%. Run in C1CCOC1 (THF). Reactants: ClC1=CC=C(CN2C(=C(C3=CC(=CC=C23)OCC2=CC=C3C(=N2)C(=C(S3)Cl)Cl)CC(C)(C)C)CC(C(=O)O)(C)C)C=C1 (3-[1-(4-Chlorobenzyl)-5-(2,3-dichlorothieno[3,2-b]pyridin-5-yl-methoxy) -3-(2,2-dimethylpropyl)indol-2-yl]-2,2-dimethylpropanoic acid), [H-].C(C(C)C)[Al+]CC(C)C (diisobutylaluminum hydride).